Dataset: the Open Reaction Database (ORD), a public repository of structured organic reaction records. Task: describe an organic reaction: reactants, conditions, products, and yield Reactants: ClC=1C=C(C=CC1)I (3-chloroiodobenzene), C(CCCC#C)O (5-hexyn-1-ol). Reagents/catalysts: [Pd].C1(=CC=CC=C1)P(C1=CC=CC=C1)C1=CC=CC=C1.C1(=CC=CC=C1)P(C1=CC=CC=C1)C1=CC=CC=C1.C1(=CC=CC=C1)P(C1=CC=CC=C1)C1=CC=CC=C1.C1(=CC=CC=C1)P(C1=CC=CC=C1)C1=CC=CC=C1 (tetrakis(triphenylphosphine) palladium). Solvent: C(C)N(CC)CC (triethylamine). Reaction conditions: temperature 25 celsius, time 3 hour. Product: ClC=1C=C(C=CC1)CCCCC#CO (6-(3-chlorophenyl)hexyn-1-ol). The yield is 91.8%. As a reaction SMILES: [Cl:1][C:2]1[CH:3]=[C:4](I)[CH:5]=[CH:6][CH:7]=1.[CH2:9]([OH:15])[CH2:10][CH2:11][CH2:12][C:13]#[CH:14]>C(N(CC)CC)C.[Pd].C1(P(C2C=CC=CC=2)C2C=CC=CC=2)C=CC=CC=1.C1(P(C2C=CC=CC=2)C2C=CC=CC=2)C=CC=CC=1.C1(P(C2C=CC=CC=2)C2C=CC=CC=2)C=CC=CC=1.C1(P(C2C=CC=CC=2)C2C=CC=CC=2)C=CC=CC=1>[Cl:1][C:2]1[CH:3]=[C:4]([CH2:14][CH2:13][CH2:12][CH2:11][C:10]#[C:9][OH:15])[CH:5]=[CH:6][CH:7]=1 |f:3.4.5.6.7|. Reported procedure: A stirred mixture of 3-chloroiodobenzene (14.3 g, 60 mmol), tetrakis(triphenylphosphine) palladium (2.1 g, 1.8 mmol) and 5-hexyn-1-ol (5.9 g, 60 mmol) in triethylamine (120 ml) was stirred at 25° C. for 3 h and partitioned between water and ether. The ether layer was separated and the aqueous extracted with ether. The combined either extracts were washed with 1N HCl and dried (Na2SO4). The ether was evaporated and the residue purified by flash chromatography on silica using dichloromethane as el... The reactants are ClC1=CC(=NC=N1)NC1=CC(=C(C=C1)F)Cl (6-chloro-4-(3'-chloro-4'-fluoroanilino)pyrimidine), OCCN(C)C1=CC=C(N)C=C1 (4-[N-(2-hydroxyethyl)-N-methylamino]aniline). Product: ClC=1C=C(NC2=NC=NC(=C2)NC2=CC=C(C=C2)N(C)CCO)C=CC1F (4-[3'-chloro-4'-fluoroanilino]6-[4'-{N-(2-hydroxyethyl) -N-methylamino}anilino]pyrimidine). The yield is 10.0%. Reaction SMILES: Cl[C:2]1[N:7]=[CH:6][N:5]=[C:4]([NH:8][C:9]2[CH:14]=[CH:13][C:12]([F:15])=[C:11]([Cl:16])[CH:10]=2)[CH:3]=1.[OH:17][CH2:18][CH2:19][N:20]([C:22]1[CH:28]=[CH:27][C:25]([NH2:26])=[CH:24][CH:23]=1)[CH3:21]>>[Cl:16][C:11]1[CH:10]=[C:9]([CH:14]=[CH:13][C:12]=1[F:15])[NH:8][C:4]1[CH:3]=[C:2]([NH:26][C:25]2[CH:24]=[CH:23][C:22]([N:20]([CH2:19][CH2:18][OH:17])[CH3:21])=[CH:28][CH:27]=2)[N:7]=[CH:6][N:5]=1. Procedure details: Using an analogous reaction procedure to that described in Example 6, 6-chloro-4-(3'-chloro-4'-fluoroanilino)pyrimidine (0.258 g) was reacted with 4-[N-(2-hydroxyethyl)-N-methylamino]aniline (0.166 g). The product so obtained was recrystallised from a mixture of methylene chloride, methanol and hexane to give 4-[3'-chloro-4'-fluoroanilino]6-[4'-{N-(2-hydroxyethyl) -N-methylamino}anilino]pyrimidine in 10% yield; The reactants are COc1cccc(C(Oc2ccc3c(cnn3-c3ccc(F)cc3)c2)C(C)N)c1, O=C(O)c1cccs1. Yields the product COc1cccc(C(Oc2ccc3c(cnn3-c3ccc(F)cc3)c2)C(C)NC(=O)c2cccs2)c1. As a reaction SMILES: [F:1][c:2]1[cH:3][cH:4][c:5](-[n:8]2[n:9][cH:10][c:11]3[cH:12][c:13]([O:17][CH:18]([CH:19]([CH3:20])[NH2:21])[c:22]4[cH:23][c:24]([O:28][CH3:29])[cH:25][cH:26][cH:27]4)[cH:14][cH:15][c:16]23)[cH:6][cH:7]1.[s:30]1[c:31]([C:35](=[O:36])[OH:37])[cH:32][cH:33][cH:34]1>>[F:1][c:2]1[cH:3][cH:4][c:5](-[n:8]2[n:9][cH:10][c:11]3[cH:12][c:13]([O:17][CH:18]([CH:19]([CH3:20])[NH:21][C:35]([c:31]4[s:30][cH:34][cH:33][cH:32]4)=[O:36])[c:22]4[cH:23][c:24]([O:28][CH3:29])[cH:25][cH:26][cH:27]4)[cH:14][cH:15][c:16]23)[cH:6][cH:7]1. Starting materials: O=C([O-])O, CC(=O)OCC1NC(=O)C1N, CON=C(C(=O)Cl)c1csc(NC(=O)CCl)n1, [Na+], C1CCOC1, O. Product: CON=C(C(=O)NC1C(=O)NC1COC(C)=O)c1csc(NC(=O)CCl)n1. Reaction SMILES: [C:12](=[O:13])([O-:14])[OH:15].[C:1]([CH3:2])(=[O:3])[O:4][CH2:5][CH:6]1[CH:7]([NH2:11])[C:8](=[O:10])[NH:9]1.[Cl:17][CH2:18][C:19](=[O:20])[NH:21][c:22]1[s:23][cH:24][c:25]([C:27]([C:28](=[O:29])[Cl:30])=[N:31][O:32][CH3:33])[n:26]1.[Na+:16].[O:35]1[CH2:36][CH2:37][CH2:38][CH2:39]1.[OH2:34]>>[C:1]([CH3:2])(=[O:3])[O:4][CH2:5][CH:6]1[CH:7]([NH:11][C:28]([C:27]([c:25]2[cH:24][s:23][c:22]([NH:21][C:19]([CH2:18][Cl:17])=[O:20])[n:26]2)=[N:31][O:32][CH3:33])=[O:29])[C:8](=[O:10])[NH:9]1.